This data is from the Open Reaction Database (ORD), a public repository of structured organic reaction records. The task is: describe an organic reaction: reactants, conditions, products, and yield The reactants are NC=1SC=C(N1)CC(=O)OCC (ethyl 2-amino-4-thiazolylacetate), ClC1=CC(=C(C=C1)S(=O)(=O)Cl)C (4-chloro-2-methylbenzenesulfonyl chloride). Product: ClC1=CC(=C(C=C1)S(=O)(=O)NC=1SC=C(N1)CC(=O)OCC)C (Ethyl (2-{[(4-chloro-2-methylphenyl)sulfonyl]amino}-1,3-thiazol-4-yl)acetate), solid. As a reaction SMILES: [NH2:1][C:2]1[S:3][CH:4]=[C:5]([CH2:7][C:8]([O:10][CH2:11][CH3:12])=[O:9])[N:6]=1.[Cl:13][C:14]1[CH:19]=[CH:18][C:17]([S:20](Cl)(=[O:22])=[O:21])=[C:16]([CH3:24])[CH:15]=1>>[Cl:13][C:14]1[CH:19]=[CH:18][C:17]([S:20]([NH:1][C:2]2[S:3][CH:4]=[C:5]([CH2:7][C:8]([O:10][CH2:11][CH3:12])=[O:9])[N:6]=2)(=[O:22])=[O:21])=[C:16]([CH3:24])[CH:15]=1. Procedure: The title compound was prepared from ethyl 2-amino-4-thiazolylacetate and 4-chloro-2-methylbenzenesulfonyl chloride as described in the synthetic METHOD B to give a white-yellow solid (9.4 mg) with purity >90%. LCMS (pos) m/z 375.2. Reactants: Clc1cc(Cl)n2nc(SCc3ccccc3)nc2n1, CC(=O)O, CO, [Cu+2], C1CCOC1, O, O=S(=O)([O-])[O-], [Zn]. Product: Clc1ccn2nc(SCc3ccccc3)nc2n1, [Cu], [Zn]. Reaction SMILES: [CH2:8]([c:9]1[cH:10][cH:11][cH:12][cH:13][cH:14]1)[S:15][c:16]1[n:17][n:18]2[c:19]([n:20][c:21]([Cl:25])[cH:22][c:23]2[Cl:24])[n:26]1.[CH3:27][C:28](=[O:29])[OH:30].[CH3:32][OH:33].[Cu+2:6].[O:34]1[CH2:35][CH2:36][CH2:37][CH2:38]1.[OH2:31].[S:1]([O-:2])([O-:3])(=[O:4])=[O:5].[Zn:7]>>[CH2:8]([c:9]1[cH:10][cH:11][cH:12][cH:13][cH:14]1)[S:15][c:16]1[n:17][n:18]2[c:19]([n:20][c:21]([Cl:25])[cH:22][cH:23]2)[n:26]1.[Cu:6].[Zn:7]. Reagents/catalysts: CN(C1=CC=NC=C1)C (4-(dimethylamino)pyridine). RXN SMILES: [C:1]([N:4]1[C:12]2[C:7](=[CH:8][C:9]([NH2:13])=[CH:10][CH:11]=2)[C:6]([CH2:14][C:15]2[CH:23]=[CH:22][C:18]([C:19]([OH:21])=[O:20])=[CH:17][C:16]=2[O:24][CH3:25])=[CH:5]1)(=[O:3])[CH3:2].[CH:26]1([CH2:31][C:32](O)=[O:33])[CH2:30][CH2:29][CH2:28][CH2:27]1.Cl.CN(C)CCCN=C=NCC.Cl>CN(C)C1C=CN=CC=1.ClCCl>[C:1]([N:4]1[C:12]2[C:7](=[CH:8][C:9]([NH:13][C:32](=[O:33])[CH2:31][CH:26]3[CH2:30][CH2:29][CH2:28][CH2:27]3)=[CH:10][CH:11]=2)[C:6]([CH2:14][C:15]2[CH:23]=[CH:22][C:18]([C:19]([OH:21])=[O:20])=[CH:17][C:16]=2[O:24][CH3:25])=[CH:5]1)(=[O:3])[CH3:2] |f:2.3|. Isolated yield 13.4%. Procedure: A solution of 4-(1-acetyl-5-aminoindol-3-ylmethyl)-3-methoxybenzoic acid (Z) (0.31 g.), cyclopentylacetic acid (0.117 g.), 4-(dimethylamino)pyridine (0.233 g.) and 1-(3-dimethylaminopropyl)-3-ethylcarbodiimide hydrochloride (0.35 g.) in dichloromethane (20 ml.), under a nitrogen atmosphere, was stirred at ambient temperature for two hours. The mixture was acidified with hydrochloric acid (1N, 30 ml.), extracted with ethyl acetate (3×50 ml.), and the combined extracts dried (MgSO4) and evaporated... Run in ClCCl (dichloromethane). Starting materials: Cl (hydrochloric acid), C(C)(=O)N1C=C(C2=CC(=CC=C12)N)CC1=C(C=C(C(=O)O)C=C1)OC (4-(1-acetyl-5-aminoindol-3-ylmethyl)-3-methoxybenzoic acid), C1(CCCC1)CC(=O)O (cyclopentylacetic acid), Cl.CN(CCCN=C=NCC)C (1-(3-dimethylaminopropyl)-3-ethylcarbodiimide hydrochloride). Product: C(C)(=O)N1C=C(C2=CC(=CC=C12)NC(CC1CCCC1)=O)CC1=C(C=C(C(=O)O)C=C1)OC (4-[1-Acetyl-5-(2-cyclopentylacetamido)indol-3-ylmethyl]-3-methoxybenzoic acid). Reactants: CCO, ClCCl, Cc1nn(-c2ccccn2)c(N)c1N=O. The product is Cc1nn(-c2ccccn2)c(N)c1N. Reaction SMILES: [CH2:19]([OH:20])[CH3:21].[Cl:16][CH2:17][Cl:18].[NH2:1][c:2]1[c:3]([N:14]=[O:15])[c:4]([CH3:13])[n:5][n:6]1-[c:7]1[n:8][cH:9][cH:10][cH:11][cH:12]1>>[NH2:1][c:2]1[c:3]([NH2:14])[c:4]([CH3:13])[n:5][n:6]1-[c:7]1[n:8][cH:9][cH:10][cH:11][cH:12]1. Starting materials: C(C)(C)N(CC)C(C)C (diisopropylethylamine), NC=1N=C(C2=C(N1)SC(=N2)CCC2=CC=C(C=C2)F)N2CCNCC2 (5-amino-2-[2-(4-fluorophenyl)ethyl]-7-piperazin-1-yl-thiazolo[5,4-d]pyrimidine), ClC1=CC=C(C=C1)CC(=O)O (4-chlorophenylacetic acid), CN(C)C(=[N+](C)C)ON1C2=C(C=CC=C2)N=N1.[B-](F)(F)(F)F (TBTU). The solvent is CN(C)C=O (DMF). Run at time 24 hour. Yields the product NC=1N=C(C2=C(N1)SC(=N2)CCC2=CC=C(C=C2)F)N2CCN(CC2)C(CC2=CC=C(C=C2)Cl)=O (5-amino-2-[2-(4-fluorophenyl)ethyl]-7-(4-[2-(4-chlorophenyl)acetyl]piperazin-1-yl)-thiazolo[5,4-d]pyrimidine). The yield is 61.5%. Reaction SMILES: [NH2:1][C:2]1[N:3]=[C:4]([N:20]2[CH2:25][CH2:24][NH:23][CH2:22][CH2:21]2)[C:5]2[N:10]=[C:9]([CH2:11][CH2:12][C:13]3[CH:18]=[CH:17][C:16]([F:19])=[CH:15][CH:14]=3)[S:8][C:6]=2[N:7]=1.[Cl:26][C:27]1[CH:32]=[CH:31][C:30]([CH2:33][C:34](O)=[O:35])=[CH:29][CH:28]=1.CN(C(ON1N=NC2C=CC=CC1=2)=[N+](C)C)C.[B-](F)(F)(F)F.C(N(C(C)C)CC)(C)C>CN(C=O)C>[NH2:1][C:2]1[N:3]=[C:4]([N:20]2[CH2:25][CH2:24][N:23]([C:34](=[O:35])[CH2:33][C:30]3[CH:31]=[CH:32][C:27]([Cl:26])=[CH:28][CH:29]=3)[CH2:22][CH2:21]2)[C:5]2[N:10]=[C:9]([CH2:11][CH2:12][C:13]3[CH:18]=[CH:17][C:16]([F:19])=[CH:15][CH:14]=3)[S:8][C:6]=2[N:7]=1 |f:2.3|. Reported procedure: To a solution of 5-amino-2-[2-(4-fluorophenyl)ethyl]-7-piperazin-1-yl-thiazolo[5,4-d]pyrimidine (50 mg, 0.14 mmol) and 4-chlorophenylacetic acid (0.21 mmol) in DMF (2 ml) was added TBTU (0.21 mmol) followed by diisopropylethylamine (0.21 mmol, 35 μL). The reaction was stirred at room temperature for 24 hours after which the solvent was removed in vacuo. The resulting residue was purified by flash chromatography on silica, the mobile phase being a mixture of methanol and dichloromethane (in a rat...